Dataset: the Open Reaction Database (ORD), a public repository of structured organic reaction records. Task: describe an organic reaction: reactants, conditions, products, and yield Starting materials: copper sulfate 5-hydrate, CON=C(C(=O)NC1[C@@H]2N(C(=C(CS2)CSC=2SC(=NN2)C)C(=O)O)C1=O)C1(C)OCCO1 (7-(2-methoxyimino-3,3-ethylenedioxybutyramido)-3-(5-methyl-1,3,4-thiadiazol-2-yl)thiomethyl-3-cephem-4-carboxylic acid). The reagents and catalysts are [Zn] (Zinc). The solvent is O1CCCC1 (tetrahydrofuran), O (water), C(C)(=O)O (acetic acid). Run at time 2 hour. Yields the product CON=C(C(=O)NC1[C@@H]2N(C(C(CS2)=C)C(=O)O)C1=O)C1(C)OCCO1 (7-(2-methoxyimino-3,3-ethylenedioxybutyramido)-3-methylenecepham-4-carboxylic acid). Isolated yield 42.8%. Reaction SMILES: [CH3:1][O:2][N:3]=[C:4]([C:28]1([O:33][CH2:32][CH2:31][O:30]1)[CH3:29])[C:5]([NH:7][CH:8]1[C:26](=[O:27])[N:10]2[C:11]([C:23]([OH:25])=[O:24])=[C:12]([CH2:15]SC3SC(C)=NN=3)[CH2:13][S:14][C@H:9]12)=[O:6]>O1CCCC1.O.C(O)(=O)C.[Zn]>[CH3:1][O:2][N:3]=[C:4]([C:28]1([O:33][CH2:32][CH2:31][O:30]1)[CH3:29])[C:5]([NH:7][CH:8]1[C:26](=[O:27])[N:10]2[CH:11]([C:23]([OH:25])=[O:24])[C:12](=[CH2:15])[CH2:13][S:14][C@H:9]12)=[O:6]. Reported procedure: Zinc powder (500 mg.) and copper sulfate 5-hydrate (50 mg.) were added to a solution of 7-(2-methoxyimino-3,3-ethylenedioxybutyramido)-3-(5-methyl-1,3,4-thiadiazol-2-yl)thiomethyl-3-cephem-4-carboxylic acid (syn isomer, 500 mg.) in tetrahydrofuran (6 ml.), water (2 ml.) and acetic acid (1 ml.), and stirred at room temperature for 2 hours. The resultant mixture was filtered and washed with tetrahydrofuran (5 ml.). The filtrate and the washings were combined and treated in a similar manner to that... RXN SMILES: [CH2:1]([N:8]([CH2:21][C:22]1[CH:40]=[CH:39][C:25]([O:26][C:27]2[CH:32]=[CH:31][C:30]([CH2:33][CH2:34][CH2:35][C:36](O)=[O:37])=[CH:29][CH:28]=2)=[CH:24][CH:23]=1)[C:9]1[CH:14]=[CH:13][CH:12]=[C:11]([NH:15][S:16]([CH3:19])(=[O:18])=[O:17])[C:10]=1[CH3:20])[C:2]1[CH:7]=[CH:6][CH:5]=[CH:4][CH:3]=1.Cl.C([O:44][C:45](=[O:49])[CH2:46][CH2:47][NH2:48])C>>[CH2:1]([N:8]([CH2:21][C:22]1[CH:23]=[CH:24][C:25]([O:26][C:27]2[CH:28]=[CH:29][C:30]([CH2:33][CH2:34][CH2:35][C:36]([NH:48][CH2:47][CH2:46][C:45]([OH:44])=[O:49])=[O:37])=[CH:31][CH:32]=2)=[CH:39][CH:40]=1)[C:9]1[CH:14]=[CH:13][CH:12]=[C:11]([NH:15][S:16]([CH3:19])(=[O:17])=[O:18])[C:10]=1[CH3:20])[C:2]1[CH:3]=[CH:4][CH:5]=[CH:6][CH:7]=1 |f:1.2|. The reactants are C(C1=CC=CC=C1)N(C1=C(C(=CC=C1)NS(=O)(=O)C)C)CC1=CC=C(OC2=CC=C(C=C2)CCCC(=O)O)C=C1 (4-(4-{4-[(benzyl{2-methyl-3-[(methylsulfonyl)amino]phenyl}amino)methyl]phenoxy}phenyl)butanoic acid), Cl.C(C)OC(CCN)=O (β-alanine ethyl ester hydrochloride). Procedure: The product from Example 100 and β-alanine ethyl ester hydrochloride were processed as described in Example 104B to provide the title compound. 1H NMR (300 MHz, DMSO-d6) δ8.96 (s, 1 H), 7.88 (br.s, 1 H), 7.12-7.35 (m, 8 H), 7.02 (m, 4 H), 6.89 (m, 4 H), 4.04 (m, 4 H), 3.22 (m, 2 H), 2.91 (s, 3 H), 2.39 (s, 3 H), 2.37 (m, 5 H), 2.05 (m, 2 H), 1.76 (m, 2 H); MS (APCI) m/z 630 (M+H+). The product is C(C1=CC=CC=C1)N(C1=C(C(=CC=C1)NS(=O)(=O)C)C)CC1=CC=C(OC2=CC=C(C=C2)CCCC(=O)NCCC(=O)O)C=C1 (N-[4-(4-{4-[(benzyl{2-methyl-3-[(methylsulfonyl)amino]phenyl}amino)methyl]phenoxy}phenyl)butanoyl]-beta-alanine). The reactants are C(=O)([O-])[O-].[K+].[K+] (K2CO3), C(C)(C)(C)OC(=O)N1[C@@H](CN([C@H](C1)CCl)CC1=CC=CC=C1)C ((2R,5R)-4-benzyl-5-chloromethyl-2-methyl-piperazine-1-carboxylic acid tert-butyl ester), Cl.C[C@H]1NCCOC1 ((R)-3-methyl-morpholine hydrochloride). Solvent: C(C)#N (acetonitrile). Run at temperature 70 celsius, time 18 hour. Product: C(C)(C)(C)OC(=O)N1[C@@H](CN([C@H](C1)CN1[C@@H](COCC1)C)CC1=CC=CC=C1)C ((2R,5S)-4-Benzyl-2-methyl-5-((R)-3-methyl-morpholin-4-ylmethyl)-piperazine-1-carboxylic acid tert-butyl ester). The yield is 69.2%. Reaction SMILES: C([O-])([O-])=O.[K+].[K+].[C:7]([O:11][C:12]([N:14]1[CH2:19][C@H:18]([CH2:20]Cl)[N:17]([CH2:22][C:23]2[CH:28]=[CH:27][CH:26]=[CH:25][CH:24]=2)[CH2:16][C@H:15]1[CH3:29])=[O:13])([CH3:10])([CH3:9])[CH3:8].Cl.[CH3:31][C@@H:32]1[CH2:37][O:36][CH2:35][CH2:34][NH:33]1>C(#N)C>[C:7]([O:11][C:12]([N:14]1[CH2:19][C@H:18]([CH2:20][N:33]2[CH2:34][CH2:35][O:36][CH2:37][C@H:32]2[CH3:31])[N:17]([CH2:22][C:23]2[CH:28]=[CH:27][CH:26]=[CH:25][CH:24]=2)[CH2:16][C@H:15]1[CH3:29])=[O:13])([CH3:10])([CH3:9])[CH3:8] |f:0.1.2,4.5|. Procedure: K2CO3 (81.6 g, 591 mmol) and KI (73.6 g, 443 mmol) were added to a solution of (2R,5R)-4-benzyl-5-chloromethyl-2-methyl-piperazine-1-carboxylic acid tert-butyl ester (50 g, 147.9 mmol) in acetonitrile (400 mL) followed by (R)-3-methyl-morpholine hydrochloride (26.4 g, 192 mmol). The reaction was stirred at 70° C. for 18 h. The solid was then removed by filtration and the solvent removed in vacuo. The crude material was purified by chromatography using a pad of silica (20% EtOAc in Petrol) to giv... Starting materials: [Al+3], COC(=O)c1c(OCc2ccccc2)ccc2c1CCC(NC1CCC1)C2O, [H-], [H-], [H-], [H-], [Li+], [Na+], C1CCOC1, [OH-]. Yields the product OCc1c(OCc2ccccc2)ccc2c1CCC(NC1CCC1)C2O. Reaction SMILES: [Al+3:30].[CH2:1]([c:2]1[cH:3][cH:4][cH:5][cH:6][cH:7]1)[O:8][c:9]1[c:10]([C:25](=[O:26])[O:27][CH3:28])[c:11]2[c:16]([cH:17][cH:18]1)[CH:15]([OH:19])[CH:14]([NH:20][CH:21]1[CH2:22][CH2:23][CH2:24]1)[CH2:13][CH2:12]2.[H-:29].[H-:32].[H-:33].[H-:34].[Li+:31].[Na+:36].[O:37]1[CH2:38][CH2:39][CH2:40][CH2:41]1.[OH-:35]>>[CH2:1]([c:2]1[cH:3][cH:4][cH:5][cH:6][cH:7]1)[O:8][c:9]1[c:10]([CH2:25][OH:26])[c:11]2[c:16]([cH:17][cH:18]1)[CH:15]([OH:19])[CH:14]([NH:20][CH:21]1[CH2:22][CH2:23][CH2:24]1)[CH2:13][CH2:12]2. Starting materials: C1CCOC1, CCO, CC[O-], NC(=O)c1nccc(Oc2ccc(NC(=O)c3c(I)ccn(-c4ccc(F)cc4)c3=O)cc2F)c1Cl, [H-], [Na+], [Na+]. The product is CCOc1ccn(-c2ccc(F)cc2)c(=O)c1C(=O)Nc1ccc(Oc2ccnc(C(N)=O)c2Cl)c(F)c1. RXN SMILES: [CH2:43]1[O:44][CH2:45][CH2:46][CH2:47]1.[CH3:48][CH2:49][OH:50].[CH3:4][CH2:5][O-:6].[Cl:7][c:8]1[c:9]([C:40](=[O:41])[NH2:42])[n:10][cH:11][cH:12][c:13]1[O:14][c:15]1[c:16]([F:39])[cH:17][c:18]([NH:21][C:22](=[O:23])[c:24]2[c:25](=[O:38])[n:26](-[c:31]3[cH:32][cH:33][c:34]([F:37])[cH:35][cH:36]3)[cH:27][cH:28][c:29]2[I:30])[cH:19][cH:20]1.[H-:2].[Na+:1].[Na+:3]>>[CH3:4][CH2:5][O:6][c:29]1[c:24]([C:22]([NH:21][c:18]2[cH:17][c:16]([F:39])[c:15]([O:14][c:13]3[c:8]([Cl:7])[c:9]([C:40](=[O:41])[NH2:42])[n:10][cH:11][cH:12]3)[cH:20][cH:19]2)=[O:23])[c:25](=[O:38])[n:26](-[c:31]2[cH:32][cH:33][c:34]([F:37])[cH:35][cH:36]2)[cH:27][cH:28]1. The reactants are [OH-].[Na+] (NaOH), CI (methyl iodide), ClC1=CC=C(C(=O)C=2C=C3C(=CC(NC3=CC2)=O)C2=CC(=CC=C2)I)C=C1 (6-(4-Chloro-benzoyl)-4-(3-iodo-phenyl)-1H-quinolin-2-one). The reagents and catalysts are [Cl-].C(C1=CC=CC=C1)[N+](CC)(CC)CC (benzyltriethylammonium chloride). Solvent: C1CCOC1 (THF). Conditions: time 15 hour. The product is ClC1=CC=C(C(=O)C=2C=C3C(=CC(N(C3=CC2)C)=O)C2=CC(=CC=C2)I)C=C1 (6-(4-Chloro-benzoyl)-4-(3-iodo-phenyl)-1-methyl-1H-quinolin-2-one). Isolated yield 78.8%. RXN SMILES: [Cl:1][C:2]1[CH:27]=[CH:26][C:5]([C:6]([C:8]2[CH:9]=[C:10]3[C:15](=[CH:16][CH:17]=2)[NH:14][C:13](=[O:18])[CH:12]=[C:11]3[C:19]2[CH:24]=[CH:23][CH:22]=[C:21]([I:25])[CH:20]=2)=[O:7])=[CH:4][CH:3]=1.[OH-].[Na+].[CH3:30]I>C1COCC1.[Cl-].C([N+](CC)(CC)CC)C1C=CC=CC=1>[Cl:1][C:2]1[CH:3]=[CH:4][C:5]([C:6]([C:8]2[CH:9]=[C:10]3[C:15](=[CH:16][CH:17]=2)[N:14]([CH3:30])[C:13](=[O:18])[CH:12]=[C:11]3[C:19]2[CH:24]=[CH:23][CH:22]=[C:21]([I:25])[CH:20]=2)=[O:7])=[CH:26][CH:27]=1 |f:1.2,5.6|. Procedure details: 6-(4-Chloro-benzoyl)-4-(3-iodo-phenyl)-1H-quinolin-2-one (63 g, 130 mMol) was dissolved in THF (500 mL) under an atmosphere of dry N2. To this solution, was added a 10 N aqueous NaOH (550 mL), benzyltriethylammonium chloride (13.8 g, 60.5 mMol) and methyl iodide (13.5 mL, 212.0 mMol). The reaction mixture was stirred at ambient temperature for 15 hours after which time it was partitioned between DCM and water. The DCM layer was successively washed with water (4 times) and then brine. The organic... Procedure details: Reaction of 2-phenylquinazolin-4-carboxylic acid with 5-hydroxy-6-dimethylamino-1,2,3,4-tetrahydroisoquinoline hydrochloride gave compound 20 (9% yield) as a brown solid. 1H NMR (300 MHz, CDCl3) δ 2.66 and 3.18 (2d, 6H), 2.85 and 3.09 (2t, 2H), 3.60 and 4.21 (2t, 2H), 4.50 and 5.09 (2s, 2H), 6.35 and 6.82 (2d, 1H), 6.96 and 7.15 (2d, 1H), 7.53-7.64 (m, 4H), 7.92-8.18 (m, 3H), 8.62-8.68 (m, 2H); MS (ESI) m/z 425 ([M+H]+). Starting materials: C1(=CC=CC=C1)C1=NC2=CC=CC=C2C(=N1)C(=O)O (2-phenylquinazolin-4-carboxylic acid), Cl.OC1=C2CCNCC2=CC=C1N(C)C (5-hydroxy-6-dimethylamino-1,2,3,4-tetrahydroisoquinoline hydrochloride). Yield: 9.0%. The product is C1(=CC=CC=C1)C1=NC2=CC=CC=C2C(=N1)C(=O)N1CC2=CC=C(C(=C2CC1)O)N(C)C (2-[[2-phenylquinazolin-4-yl]carbonyl]-5-hydroxy-6-dimethylamino-1,2,3,4-tetrahydroisoquinoline). RXN SMILES: [C:1]1([C:7]2[N:16]=[C:15]([C:17](O)=[O:18])[C:14]3[C:9](=[CH:10][CH:11]=[CH:12][CH:13]=3)[N:8]=2)[CH:6]=[CH:5][CH:4]=[CH:3][CH:2]=1.Cl.[OH:21][C:22]1[C:31]([N:32]([CH3:34])[CH3:33])=[CH:30][CH:29]=[C:28]2[C:23]=1[CH2:24][CH2:25][NH:26][CH2:27]2>>[C:1]1([C:7]2[N:16]=[C:15]([C:17]([N:26]3[CH2:25][CH2:24][C:23]4[C:28](=[CH:29][CH:30]=[C:31]([N:32]([CH3:34])[CH3:33])[C:22]=4[OH:21])[CH2:27]3)=[O:18])[C:14]3[C:9](=[CH:10][CH:11]=[CH:12][CH:13]=3)[N:8]=2)[CH:2]=[CH:3][CH:4]=[CH:5][CH:6]=1 |f:1.2|.